This data is from the Open Reaction Database (ORD), a public repository of structured organic reaction records. The task is: describe an organic reaction: reactants, conditions, products, and yield The reactants are B(F)(F)F.O(CC)CC (BF3 OEt2), FC1=CC=C(C=C1)N1N=CC2=CC(=C(C=C12)C)CO ((1-(4-Fluorophenyl)-6-methyl-1H-indazol-5-yl)methanol), COC(=C(C)C)O[Si](C)(C)C (1-methoxy-2-methyl-1-(trimethylsiloxy)propene). Solvent: C(Cl)Cl (DCM). Conditions: time 30 minute. Yields the product FC1=CC=C(C=C1)N1N=CC2=CC(=C(C=C12)C)CC(C(=O)OC)(C)C (methyl 3-(1-(4-fluorophenyl)-6-methyl-1H-indazol-5-yl)-2,2-dimethylpropanoate). The yield is 69.7%. As a reaction SMILES: [F:1][C:2]1[CH:7]=[CH:6][C:5]([N:8]2[C:16]3[C:11](=[CH:12][C:13](CO)=[C:14]([CH3:17])[CH:15]=3)[CH:10]=[N:9]2)=[CH:4][CH:3]=1.B(F)(F)F.O(CC)[CH2:25]C.[CH3:29][O:30][C:31]([O:35][Si](C)(C)C)=[C:32]([CH3:34])[CH3:33]>C(Cl)Cl>[F:1][C:2]1[CH:7]=[CH:6][C:5]([N:8]2[C:16]3[C:11](=[CH:12][C:13]([CH2:33][C:32]([CH3:25])([CH3:34])[C:31]([O:30][CH3:29])=[O:35])=[C:14]([CH3:17])[CH:15]=3)[CH:10]=[N:9]2)=[CH:4][CH:3]=1 |f:1.2|. Reported procedure: (1-(4-Fluorophenyl)-6-methyl-1H-indazol-5-yl)methanol (178 mg, 0.51 mmol) was dissolved in 5 mL of dry DCM and BF3—OEt2 (0.09 mL, 0.7 mmol) was added portionwise and then stirred 30 min. Then the reaction was treated with 1-methoxy-2-methyl-1-(trimethylsiloxy)propene (0.43 mL, 2.1 mmol). The reaction was quenched with aqueous sodium bicarbonate and extracted 2×EtOAc, the organic layers dried over MgSO4, filtered, and concentrate. The residue was purified on SiO2 by MPLC using a 5:95 to 1:9 gradi... The reactants are ClCCl, CCN(C(C)C)C(C)C, NCc1c(-c2ncco2)n(-c2ccccc2)c2cc(Cl)ccc2c1=O, O=C(Cl)c1ccc2c(c1)OCO2. The product is O=C(NCc1c(-c2ncco2)n(-c2ccccc2)c2cc(Cl)ccc2c1=O)c1ccc2c(c1)OCO2. As a reaction SMILES: [CH2:47]([Cl:48])[Cl:49].[CH:38]([N:39]([CH2:40][CH3:41])[CH:42]([CH3:43])[CH3:44])([CH3:45])[CH3:46].[NH2:1][CH2:2][c:3]1[c:4](-[c:21]2[o:22][cH:23][cH:24][n:25]2)[n:5](-[c:15]2[cH:16][cH:17][cH:18][cH:19][cH:20]2)[c:6]2[cH:7][c:8]([Cl:14])[cH:9][cH:10][c:11]2[c:12]1=[O:13].[O:26]1[CH2:27][O:28][c:29]2[c:30]1[cH:31][cH:32][c:33]([C:35](=[O:36])[Cl:37])[cH:34]2>>[NH:1]([CH2:2][c:3]1[c:4](-[c:21]2[o:22][cH:23][cH:24][n:25]2)[n:5](-[c:15]2[cH:16][cH:17][cH:18][cH:19][cH:20]2)[c:6]2[cH:7][c:8]([Cl:14])[cH:9][cH:10][c:11]2[c:12]1=[O:13])[C:35]([c:33]1[cH:32][cH:31][c:30]2[c:29]([cH:34]1)[O:28][CH2:27][O:26]2)=[O:36].